Dataset: the Open Reaction Database (ORD), a public repository of structured organic reaction records. Task: describe an organic reaction: reactants, conditions, products, and yield Starting materials: ClC1C2=C(C=CC3=C1C=C(C=C3)OC)C=CC=C2 (5-chloro-3-methoxy-5H-dibenzo[a,d]cycloheptene), cooled solution, CN1CCC(CC1)[Mg]Cl (1-methyl-4-piperidylmagnesium chloride). The solvent is O1CCCC1 (tetrahydrofuran), O1CCCC1 (tetrahydrofuran), C(C)#N (acetonitrile). Conditions: time 2 hour. The product is COC=1C=CC2=C(C(C3=C(C=C2)C=CC=C3)C3CCN(CC3)C)C1 (4-(3-methoxy-5H-dibenzo[a,d]cyclohepten-5 -yl)-1-methylpiperidine). RXN SMILES: Cl[CH:2]1[C:8]2[CH:9]=[C:10]([O:13][CH3:14])[CH:11]=[CH:12][C:7]=2[CH:6]=[CH:5][C:4]2[CH:15]=[CH:16][CH:17]=[CH:18][C:3]1=2.[CH3:19][N:20]1[CH2:25][CH2:24][CH:23]([Mg]Cl)[CH2:22][CH2:21]1>O1CCCC1.C(#N)C>[CH3:14][O:13][C:10]1[CH:11]=[CH:12][C:7]2[CH:6]=[CH:5][C:18]3[CH:17]=[CH:16][CH:15]=[CH:4][C:3]=3[CH:2]([CH:23]3[CH2:24][CH2:25][N:20]([CH3:19])[CH2:21][CH2:22]3)[C:8]=2[CH:9]=1. Procedure: A cooled solution of 5.4 grams (0.021 mole) of 5-chloro-3-methoxy-5H-dibenzo[a,d]cycloheptene in 60 milliliters of tetrahydrofuran was added dropwise under an atmosphere of nitrogen to 50 milliliters of a cooled solution of 0.49M 1-methyl-4-piperidylmagnesium chloride in tetrahydrofuran (Grignard solution) over a period of about 40 minutes. After completion of the addition, the mixture was stirred at room temperature for 2 hours and then at reflux temperature for fifteen minutes. The reaction mi...